Dataset: the Open Reaction Database (ORD), a public repository of structured organic reaction records. Task: describe an organic reaction: reactants, conditions, products, and yield Reactants: N1=CC=C(C=C1)C (4-picoline). Run in C1=CC=CC=C1 (benzene). Run at time 24 hour. Yields the product CC1=CC(=NC=C1)C1=NC=CC(=C1)C (4,4' dimethyl 2,2' bipyridine). RXN SMILES: [N:1]1[CH:6]=[CH:5][C:4]([CH3:7])=[CH:3][CH:2]=1>[Pd].C1C=CC=CC=1>[CH3:7][C:4]1[CH:5]=[CH:6][N:1]=[C:2]([C:2]2[CH:3]=[C:4]([CH3:7])[CH:5]=[CH:6][N:1]=2)[CH:3]=1. Reagents/catalysts: [Pd] (palladium on carbon). Reported procedure: Freshly distilled 4-picoline (600 ml) was refluxed with palladium on carbon 10% (w/w) for five days. The mixture was then refluxed for a further hour after addition of 100 ml of hot benzene. The palladium on carbon was then removed by filtration (glass-fibre paper). The filtration was repeated until a clear yellow solution was obtained. The volume of the solution was reduced by rotary evaporation to about 200 ml. and was left to stand for 24 hours. White crystals appeared which, after collection... Reactants: [OH-].[Na+] (sodium hydroxide), C(C1=CC=CC=C1)C1=C(NC2=CC=CC=C12)C(=S)OCC (ethyl 3-benzylthioindole-2-carboxylate), ClC=1C=C(CCl)C=CC1Cl (3,4-dichlorobenzyl chloride). Reagents/catalysts: S(=O)(=O)(O)[O-].C(CCC)[N+](CCCC)(CCCC)CCCC (tetra-n-butylammonium hydrogensulphate). The solvent is ClCCl (dichloromethane). Conditions: time 6 hour. The product is ClC=1C=C(CN2C(=C(C3=CC=CC=C23)CC2=CC=CC=C2)C(=S)OCC)C=CC1Cl (Ethyl N-(3,4-dichlorobenzyl)-3-benzylthioindole-2-carboxylate). The yield is 59.2%. Reaction SMILES: [OH-].[Na+].[CH2:3]([C:10]1[C:18]2[C:13](=[CH:14][CH:15]=[CH:16][CH:17]=2)[NH:12][C:11]=1[C:19]([O:21][CH2:22][CH3:23])=[S:20])[C:4]1[CH:9]=[CH:8][CH:7]=[CH:6][CH:5]=1.[Cl:24][C:25]1[CH:26]=[C:27]([CH:30]=[CH:31][C:32]=1[Cl:33])[CH2:28]Cl>S([O-])(O)(=O)=O.C([N+](CCCC)(CCCC)CCCC)CCC.ClCCl>[Cl:24][C:25]1[CH:26]=[C:27]([CH:30]=[CH:31][C:32]=1[Cl:33])[CH2:28][N:12]1[C:13]2[C:18](=[CH:17][CH:16]=[CH:15][CH:14]=2)[C:10]([CH2:3][C:4]2[CH:5]=[CH:6][CH:7]=[CH:8][CH:9]=2)=[C:11]1[C:19]([O:21][CH2:22][CH3:23])=[S:20] |f:0.1,4.5|. Reported procedure: Powdered sodium hydroxide (3.2 g) was added in a single portion to a vigorously stirred solution of ethyl 3-benzylthioindole-2-carboxylate (2.48 g), 3,4-dichlorobenzyl chloride (1.71 g) and tetra-n-butylammonium hydrogensulphate (0.5 g) in dichloromethane (100 ml). The reaction was stirred for 6 hours then partitioned between 2M HCl and ethyl acetate. Combined organic extracts were dried (MgSO4) and concentrated in vacuo and the residue purified by column chromatography using iso-hexane:5% ethyl... The reactants are C1CCNC1, NC(=O)c1cc(-c2cccs2)cc2c(C3CCN(S(=O)(=O)CCCCl)CC3)n[nH]c12, [I-], [K+], [K+], [Na+], O=C([O-])[O-], CN(C)C=O. Yields the product NC(=O)c1cc(-c2cccs2)cc2c(C3CCN(S(=O)(=O)CCCN4CCCC4)CC3)n[nH]c12. RXN SMILES: [CH2:39]1[CH2:40][CH2:41][NH:42][CH2:43]1.[Cl:1][CH2:2][CH2:3][CH2:4][S:5](=[O:6])(=[O:7])[N:8]1[CH2:9][CH2:10][CH:11]([c:14]2[n:15][nH:16][c:17]3[c:18]([C:28](=[O:29])[NH2:30])[cH:19][c:20](-[c:23]4[s:24][cH:25][cH:26][cH:27]4)[cH:21][c:22]23)[CH2:12][CH2:13]1.[I-:38].[K+:31].[K+:32].[Na+:37].[O-:33][C:34]([O-:35])=[O:36].[O:44]=[CH:45][N:46]([CH3:47])[CH3:48]>>[CH2:2]([CH2:3][CH2:4][S:5](=[O:6])(=[O:7])[N:8]1[CH2:9][CH2:10][CH:11]([c:14]2[n:15][nH:16][c:17]3[c:18]([C:28](=[O:29])[NH2:30])[cH:19][c:20](-[c:23]4[s:24][cH:25][cH:26][cH:27]4)[cH:21][c:22]23)[CH2:12][CH2:13]1)[N:42]1[CH2:41][CH2:40][CH2:39][CH2:43]1. The reactants are solution, C[O-].[K+] (potassium methylate), FC=1C(=NC(=C(C1OC1=CC(=NN1C)C(F)(F)F)F)OC1=CC(=NN1C)C(F)(F)F)OC1=CC(=NN1C)C(F)(F)F (3,5-Difluoro-2.4.6-tris(1-methyl-3-trifluoromethylpyrazol-5-yloxy)pyridine), O (water). Run in CO (methanol), CO (methanol). Conditions: time 30 minute. Product: CN1N=C(C=C1OC1=NC(=C(C(=C1F)OC)F)OC1=CC(=NN1C)C(F)(F)F)C(F)(F)F (2.6-Bis(1-methyl-3-trifluoromethylpyrazol-5-yloxy)-3.5-difluoro-4-methoxypyridine). Yield: 75.0%. Reaction SMILES: C[O-].[K+].[F:4][C:5]1[C:6]([O:34][C:35]2[N:39]([CH3:40])[N:38]=[C:37]([C:41]([F:44])([F:43])[F:42])[CH:36]=2)=[N:7][C:8]([O:23][C:24]2[N:28]([CH3:29])[N:27]=[C:26]([C:30]([F:33])([F:32])[F:31])[CH:25]=2)=[C:9]([F:22])[C:10]=1[O:11][C:12]1N(C)N=C(C(F)(F)F)C=1.O>CO>[CH3:40][N:39]1[C:35]([O:34][C:6]2[C:5]([F:4])=[C:10]([O:11][CH3:12])[C:9]([F:22])=[C:8]([O:23][C:24]3[N:28]([CH3:29])[N:27]=[C:26]([C:30]([F:31])([F:32])[F:33])[CH:25]=3)[N:7]=2)=[CH:36][C:37]([C:41]([F:44])([F:42])[F:43])=[N:38]1 |f:0.1|. Procedure details: A 25% solution of potassium methylate in dry methanol (4.4 ml, 15 mmol) is added to a solution of 3,5-difluoro-2,4,6-tris (1-methyl-3-trifluoromethylpyrazol-5-yloxy)pyridine (9.1 g, 15 mmol; see (a) above) in dry methanol (50 ml). After 30 min at ambient temperature the reaction is stopped by adding 2 ml of water. The solvent is removed under reduced pressure and pentane/ethyl acetate (1/1 by volume) is added to the residue. After filtration through a bed of silica gel the filtrate is washed wit... Starting materials: C(C)(C)(C)OC(=O)NCCCC[C@@H](C(=O)OC(C)(C)C)NS(N[C@H]1C(N[C@H](COCCCCOC=2C=CC(C1)=CC2)C(C)C)=O)(=O)=O (tert-butyl(S)-6-tert-butoxycarbonylamino-2-[((9S,12R)-9-isopropyl-11-oxo-2,7-dioxa-10-azabicyclo[12.2.2]octadeca-1(17),14(18),15-trien-12-ylsulfamoyl)amino]hexanoate). Run in ClCCl.C(=O)(C(F)(F)F)O (dichloromethane TFA). Run at time 2 hour. Product: NCCCC[C@@H](C(=O)O)NS(N[C@H]1C(N[C@H](COCCCCOC=2C=CC(C1)=CC2)C(C)C)=O)(=O)=O ((S)-6-Amino-2-[((9S,12R)-9-isopropyl-11-oxo-2,7-dioxa-10-azabicyclo[12.2.2]octadeca-1(17),14(18),15-trien-12-ylsulfamoyl)amino]hexanoic acid). Isolated yield 56.4%. Reaction SMILES: C(OC([NH:8][CH2:9][CH2:10][CH2:11][CH2:12][C@H:13]([NH:21][S:22](=[O:47])(=[O:46])[NH:23][C@@H:24]1[CH2:39][C:38]2=[CH:40][CH:41]=[C:35]([CH:36]=[CH:37]2)[O:34][CH2:33][CH2:32][CH2:31][CH2:30][O:29][CH2:28][C@H:27]([CH:42]([CH3:44])[CH3:43])[NH:26][C:25]1=[O:45])[C:14]([O:16]C(C)(C)C)=[O:15])=O)(C)(C)C>ClCCl.C(O)(C(F)(F)F)=O>[NH2:8][CH2:9][CH2:10][CH2:11][CH2:12][C@H:13]([NH:21][S:22](=[O:46])(=[O:47])[NH:23][C@@H:24]1[CH2:39][C:38]2=[CH:37][CH:36]=[C:35]([CH:41]=[CH:40]2)[O:34][CH2:33][CH2:32][CH2:31][CH2:30][O:29][CH2:28][C@H:27]([CH:42]([CH3:44])[CH3:43])[NH:26][C:25]1=[O:45])[C:14]([OH:16])=[O:15] |f:1.2|. Procedure: A solution of 78 mg (0.114 mmol) of tert-butyl(S)-6-tert-butoxycarbonylamino-2-[((9S,12R)-9-isopropyl-11-oxo-2,7-dioxa-10-azabicyclo[12.2.2]octadeca-1(17),14(18),15-trien-12-ylsulfamoyl)amino]hexanoate in 3 ml of dichloromethane/TFA (1:1, v/v) was left to stand at RT for 2 h and then concentrated. The crude product was purified by prep. HPLC. The required fractions were combined and freeze dried after addition of 1N hydrochloric acid. 34 mg of the title compound were obtained as hydrochloride. Reactants: ice water, C(CC(=O)C)(=O)OCC (ethyl acetoacetate), C(/C=C/CCl)Cl (1,4-dichlorobutene-2), [OH-].[K+] (potassium hydroxide). The reagents and catalysts are [Cl-].C(CCCCCCC)(=O)C(C(CCCCCCC)=O)(C(CCCCCCC)=O)[NH3+] (tricaprylylmethylammonium chloride). Solvent: S1(=O)(=O)CCCC1 (sulfolane). Reaction conditions: time 2 hour. The product is C(=O)(OCC)C=1CC(OC1C)C=C (4-carbethoxy-5-methyl-2-vinyl-2,3-dihydrofuran). Yield: 65.9%. Reaction SMILES: [OH-].[K+].[C:3]([O:9][CH2:10][CH3:11])(=[O:8])[CH2:4][C:5]([CH3:7])=[O:6].[CH2:12](Cl)/[CH:13]=[CH:14]/[CH2:15]Cl>[Cl-].C(C([NH3+])(C(=O)CCCCCCC)C(=O)CCCCCCC)(=O)CCCCCCC.S1(CCCC1)(=O)=O>[C:3]([C:4]1[CH2:15][CH:14]([CH:13]=[CH2:12])[O:6][C:5]=1[CH3:7])([O:9][CH2:10][CH3:11])=[O:8] |f:0.1,4.5|. Reported procedure: 4-Carbethoxy-5-methyl-2-vinyl-2,3-dihydrofuran was prepared using a phase transfer procedure similar to that of Example I. For the reaction, three grams tricaprylylmethylammonium chloride, 62 grams potassium hydroxide, and 100 mls sulfolane were charged to a reactor and a mixture of 65 grams ethyl acetoacetate and 95 grams 1,4-dichlorobutene-2 slowly added over a period of one hour while maintaining the temperature below 30° C. The mixture was then stirred for two hours at ambient temperature an... RXN SMILES: [ClH:47].[NH2:102][CH2:103][c:104]1[cH:105][n:106][cH:107][cH:108][cH:109]1.[NH2:1][CH:2]1[CH2:3][N:4]([c:7]2[n:8][c:9]([NH:30][CH2:31][CH:32]([c:33]3[cH:34][cH:35][c:36]([OH:39])[cH:37][cH:38]3)[c:40]3[cH:41][cH:42][c:43]([OH:46])[cH:44][cH:45]3)[c:10]3[n:11][cH:12][n:13]([CH:16]4[CH:17]([OH:29])[CH:18]([OH:28])[CH:19]([n:21]5[n:22][c:23]([CH2:26][CH3:27])[n:24][n:25]5)[CH2:20]4)[c:14]3[n:15]2)[CH2:5][CH2:6]1.[c:48]1([CH:49]([c:50]2[cH:51][cH:52][cH:53][cH:54][cH:55]2)[CH2:56][NH:57][c:58]2[n:59][c:60]([N:61]3[CH2:62][CH2:63][CH:64]([NH:65][C:72]([NH:66][CH2:67][c:68]4[cH:69][cH:70][cH:71][cH:74][n:75]4)=[O:73])[CH2:76]3)[n:77][c:78]3[c:79]2[n:80][cH:81][n:82]3[CH:83]2[CH2:84][CH:85]([n:86]3[n:87][n:88][c:89]([CH2:90][CH3:91])[n:92]3)[CH:93]([OH:94])[CH:95]2[OH:96])[cH:97][cH:98][cH:99][cH:100][cH:101]1>>[ClH:47].[NH:1]([CH:2]1[CH2:3][N:4]([c:7]2[n:8][c:9]([NH:30][CH2:31][CH:32]([c:33]3[cH:34][cH:35][c:36]([OH:39])[cH:37][cH:38]3)[c:40]3[cH:41][cH:42][c:43]([OH:46])[cH:44][cH:45]3)[c:10]3[n:11][cH:12][n:13]([CH:16]4[CH:17]([OH:29])[CH:18]([OH:28])[CH:19]([n:21]5[n:22][c:23]([CH2:26][CH3:27])[n:24][n:25]5)[CH2:20]4)[c:14]3[n:15]2)[CH2:5][CH2:6]1)[C:72](=[O:73])[NH:102][CH2:103][c:104]1[cH:105][n:106][cH:107][cH:108][cH:109]1. Starting materials: Cl, NCc1cccnc1, CCc1nnn(C2CC(n3cnc4c(NCC(c5ccc(O)cc5)c5ccc(O)cc5)nc(N5CCC(N)C5)nc43)C(O)C2O)n1, CCc1nnn(C2CC(n3cnc4c(NCC(c5ccccc5)c5ccccc5)nc(N5CCC(NC(=O)NCc6ccccn6)C5)nc43)C(O)C2O)n1. The product is Cl, CCc1nnn(C2CC(n3cnc4c(NCC(c5ccc(O)cc5)c5ccc(O)cc5)nc(N5CCC(NC(=O)NCc6cccnc6)C5)nc43)C(O)C2O)n1.